The task is: describe an organic reaction: reactants, conditions, products, and yield. This data is from the Open Reaction Database (ORD), a public repository of structured organic reaction records. Reactants: C(C1=CN=CC=C1)(=O)C1C(CCCC1)=O (2-nicotinoylcyclohexanone), COC([C@@H](N)CC1=CC=C(C=C1)O)=O (L-tyrosine methyl ester), O (water), crude product, CO (methanol). The reagents and catalysts are [Pd] (palladium on carbon). Run in C1(=CC=CC=C1)OC (anisole). Reaction conditions: temperature 80 celsius, time 48 hour. Product: COC(C(CC1=CC=C(C=C1)O)NC1=C(C=CC=C1)C(C1=CN=CC=C1)=O)=O (2-((2-nicotinoylphenyl)amino)-3-(4-hydroxyphenyl)-propionic acid methyl ester). Isolated yield 38.9%. Reaction SMILES: [C:1]([CH:9]1[CH2:14][CH2:13][CH2:12][CH2:11][C:10]1=O)(=[O:8])[C:2]1[CH:7]=[CH:6][CH:5]=[N:4][CH:3]=1.[CH3:16][O:17][C:18](=[O:29])[C@H:19]([CH2:21][C:22]1[CH:27]=[CH:26][C:25]([OH:28])=[CH:24][CH:23]=1)[NH2:20].O.CO>C1(OC)C=CC=CC=1.[Pd]>[CH3:16][O:17][C:18](=[O:29])[CH:19]([NH:20][C:10]1[CH:11]=[CH:12][CH:13]=[CH:14][C:9]=1[C:1](=[O:8])[C:2]1[CH:7]=[CH:6][CH:5]=[N:4][CH:3]=1)[CH2:21][C:22]1[CH:27]=[CH:26][C:25]([OH:28])=[CH:24][CH:23]=1. Procedure: To a mixture of 2-nicotinoylcyclohexanone (914.0 g, 0.45 mol), L-tyrosine methyl ester (78.0 g, 0.40 mol) in anisole (1000 ml) is added 5% palladium on carbon (20 g), then the mixture is heated to reflux for 2 h while the resulting water is removed by a Dean-Stark apparatus. The mixture is cooled to 80° C., and the Pd/C is filtered and washed with anisole (3×60 ml). The mixture is cooled to 40° C., hexane (1000 ml) is added and the mixture kept at −20° C. for 48 h. The solid is filtered and wash...